From a dataset of the Open Reaction Database (ORD), a public repository of structured organic reaction records. describe an organic reaction: reactants, conditions, products, and yield Reactants: C1(=CC=CC=C1)S(=O)C(C(=O)O)CCCCCCC (2-(phenylsulfinyl)nonanoic acid), NC1[C@@H]2N(C(=C(CS2)CSC2=NN=C(S2)C)C(=O)O)C1=O (7-amino-3-(2-methyl-1,3,4-thiadiazol-5-ylthiomethyl)-3-cephem-4-carboxylic acid). Product: C1(=CC=CC=C1)S(=O)C(C(=O)NC1[C@@H]2N(C(=C(CS2)CSC2=NN=C(S2)C)C(=O)O)C1=O)CCCCCCC (7-[2-(phenylsulfinyl)nonanamido]-3-(2-methyl-1,3,4-thiadiazol-5-ylthiomethyl)-3-cephem-4-carboxylic acid). RXN SMILES: [C:1]1([S:7]([CH:9]([CH2:13][CH2:14][CH2:15][CH2:16][CH2:17][CH2:18][CH3:19])[C:10]([OH:12])=O)=[O:8])[CH:6]=[CH:5][CH:4]=[CH:3][CH:2]=1.[NH2:20][CH:21]1[C:39](=[O:40])[N:23]2[C:24]([C:36]([OH:38])=[O:37])=[C:25]([CH2:28][S:29][C:30]3[S:34][C:33]([CH3:35])=[N:32][N:31]=3)[CH2:26][S:27][C@H:22]12>>[C:1]1([S:7]([CH:9]([CH2:13][CH2:14][CH2:15][CH2:16][CH2:17][CH2:18][CH3:19])[C:10]([NH:20][CH:21]2[C:39](=[O:40])[N:23]3[C:24]([C:36]([OH:38])=[O:37])=[C:25]([CH2:28][S:29][C:30]4[S:34][C:33]([CH3:35])=[N:32][N:31]=4)[CH2:26][S:27][C@H:22]23)=[O:12])=[O:8])[CH:2]=[CH:3][CH:4]=[CH:5][CH:6]=1. Procedure: 564 mg. of 2-(phenylsulfinyl)nonanoic acid and 7-amino-3-(2-methyl-1,3,4-thiadiazol-5-ylthiomethyl)-3-cephem-4-carboxylic acid were reacted in the same manner as described in Example 28 and 341 mg. of 7-[2-(phenylsulfinyl)nonanamido]-3-(2-methyl-1,3,4-thiadiazol-5-ylthiomethyl)-3-cephem-4-carboxylic acid were obtained. Starting materials: ClC(Cl)Cl, O=C(OO)c1cccc(Cl)c1, O=c1nc(-c2ccncc2)sc2ccccc12. Product: O=c1c2ccccc2sc(-c2ccncc2)[n+]1[O-]. RXN SMILES: [CH:29]([Cl:30])([Cl:31])[Cl:32].[OH:18][O:19][C:20]([c:21]1[cH:22][c:23]([Cl:24])[cH:25][cH:26][cH:27]1)=[O:28].[n:1]1[cH:2][cH:3][c:4](-[c:7]2[s:8][c:9]3[c:10]([c:11](=[O:13])[n:12]2)[cH:14][cH:15][cH:16][cH:17]3)[cH:5][cH:6]1>>[n:1]1[cH:2][cH:3][c:4](-[c:7]2[s:8][c:9]3[c:10]([c:11](=[O:13])[n+:12]2[O-:18])[cH:14][cH:15][cH:16][cH:17]3)[cH:5][cH:6]1. Reactants: CC=1C=NC=CC1CN (3-methyl-4-pyridylmethylamine), CC(C(C(C)=O)=O)=O (2,3,4-pentanetrione), 3-oxime, C(C)#N (acetonitrile). Conditions: temperature -10 celsius. Yields the product CC1=C(N=C(N1)C1=C(C=NC=C1)C)C(C)=O (1-[5-Methyl-2-(3-methyl-4-pyridinyl)-1H-imidazol-4-yl]ethanone). As a reaction SMILES: [CH3:1][C:2]1[CH:3]=[N:4][CH:5]=[CH:6][C:7]=1[CH2:8][NH2:9].[CH3:10][C:11](=O)[C:12](=O)[C:13](=[O:15])[CH3:14].C(#[N:20])C>>[CH3:10][C:11]1[NH:20][C:8]([C:7]2[CH:6]=[CH:5][N:4]=[CH:3][C:2]=2[CH3:1])=[N:9][C:12]=1[C:13](=[O:15])[CH3:14]. Procedure: A mixture of 7.1 g of 3-methyl-4-pyridylmethylamine, 6.25 g of 2,3,4-pentanetrione, 3-oxime and 125 ml of acetonitrile was stirred at reflux temperature for 5 hours, then cooled at -10° C. The resulting precipitate was collected, washed with cold acetonitrile, dried and then recrystallized from a mixture of chloroform and hexane, giving 4.5 g of the desired compound, mp 185°-187° C. Starting materials: OC1=CC2=C(N=C(O2)C2=CC=C(C=N2)OC[C@H](C)NC(OC(C)(C)C)=O)C=C1 (tert-butyl [(1S)-2-{[6-(6-hydroxy-1,3-benzoxazol-2-yl)pyridin-3-yl]oxy}-1-methylethyl]carbamate), ICC (iodoethane), C([O-])([O-])=O.[K+].[K+] (potassium carbonate), CN(C)C=O (DMF). Run in O (Water). Conditions: temperature 60 celsius, time 5 hour. Product: C(C)OC1=CC2=C(N=C(O2)C2=CC=C(C=N2)OC[C@H](C)NC(OC(C)(C)C)=O)C=C1 (tert-butyl [(1S)-2-{[6-(6-ethoxy-1,3-benzoxazol-2-yl)pyridin-3-yl]oxy}-1-methylethyl]carbamate). Reaction SMILES: [OH:1][C:2]1[CH:28]=[CH:27][C:5]2[N:6]=[C:7]([C:9]3[N:14]=[CH:13][C:12]([O:15][CH2:16][C@@H:17]([NH:19][C:20](=[O:26])[O:21][C:22]([CH3:25])([CH3:24])[CH3:23])[CH3:18])=[CH:11][CH:10]=3)[O:8][C:4]=2[CH:3]=1.I[CH2:30][CH3:31].C(=O)([O-])[O-].[K+].[K+].CN(C=O)C>O>[CH2:30]([O:1][C:2]1[CH:28]=[CH:27][C:5]2[N:6]=[C:7]([C:9]3[N:14]=[CH:13][C:12]([O:15][CH2:16][C@@H:17]([NH:19][C:20](=[O:26])[O:21][C:22]([CH3:23])([CH3:24])[CH3:25])[CH3:18])=[CH:11][CH:10]=3)[O:8][C:4]=2[CH:3]=1)[CH3:31] |f:2.3.4|. Procedure: To a mixture of methyl 5-hydroxypyridine-2-carboxylate (5.30 g), tert-butyl [(1S)-2-hydroxy-1-methylethyl]carbamate (6.67 g), triphenylphosphine (12.71 g) and THF (50 mL) was added dropwise a toluene solution (1.9 M, 25.5 mL) of diisopropyl azodicarboxylate at room temperature, and the mixture was stirred at room temperature overnight. The reaction mixture was concentrated under reduced pressure, and the residue was purified by silica gel column chromatography (hexane/ethyl acetate) to give a mi... Starting materials: [Li] (lithium), ClP(C1=CC=CC=C1)C1=CC=CC=C1 (chlorodiphenylphosphine). Solvent: C1CCOC1 (THF), C1CCOC1 (THF), C1CCOC1 (THF). Reaction conditions: time 18 hour. Yields the product C1(=CC=CC=C1)PC1=CC=CC=C1 (Diphenylphosphine). As a reaction SMILES: Cl[P:2]([C:9]1[CH:14]=[CH:13][CH:12]=[CH:11][CH:10]=1)[C:3]1[CH:8]=[CH:7][CH:6]=[CH:5][CH:4]=1.[Li]>C1COCC1>[C:9]1([PH:2][C:3]2[CH:4]=[CH:5][CH:6]=[CH:7][CH:8]=2)[CH:10]=[CH:11][CH:12]=[CH:13][CH:14]=1 |^1:14|. Reported procedure: A THF solution (150 ml) containing chlorodiphenylphosphine (60 g, 0.34 mole) was added dropwise from a dropping flask, and under nitrogen atmosphere to a stirred THF (75 ml) suspension of lithium metal (5 g, 0.7 moles) in a 500 ml round bottom flask. Formation of lithiodiphenylphosphide was indicated by the appearance of a bright red color. After stirring 18 hours, unreacted lithium was removed and the solution was added slowly to a rapidly stirred THF slurry of the brominated resin beads (32 g,... Starting materials: C([O-])([O-])=O.[Cs+].[Cs+] (caesium carbonate), CC1=NC(=NO1)C=1C=C(C=CC1)O (3-(5-methyl-1,2,4-oxadiazol-3-yl)phenol), BrC(C(=O)OCC)CCC (ethyl 2-bromovalerate). The solvent is C(C)#N (acetonitrile), C(C)#N (acetonitrile). Conditions: time 24 hour. Yields the product CC1=NC(=NO1)C=1C=C(OC(C(=O)OCC)CCC)C=CC1 (ethyl 2-[3-(5-methyl-1,2,4-oxadiazol-3-yl)phenoxy]pentanoate). As a reaction SMILES: C(=O)([O-])[O-].[Cs+].[Cs+].[CH3:7][C:8]1[O:12][N:11]=[C:10]([C:13]2[CH:14]=[C:15]([OH:19])[CH:16]=[CH:17][CH:18]=2)[N:9]=1.Br[CH:21]([CH2:27][CH2:28][CH3:29])[C:22]([O:24][CH2:25][CH3:26])=[O:23]>C(#N)C>[CH3:7][C:8]1[O:12][N:11]=[C:10]([C:13]2[CH:14]=[C:15]([CH:16]=[CH:17][CH:18]=2)[O:19][CH:21]([CH2:27][CH2:28][CH3:29])[C:22]([O:24][CH2:25][CH3:26])=[O:23])[N:9]=1 |f:0.1.2|. Reported procedure: 380 g (1.17 mol) of caesium carbonate are added to a solution of 200 g (1.135 mol) of 3-(5-methyl-1,2,4-oxadiazol-3-yl)phenol in 2.5 l of acetonitrile. A solution of 190 ml (1.15 mol) of ethyl 2-bromovalerate in 0.5 l of acetonitrile is subsequently added. The reaction mixture is stirred at room temperature for 24 hours and then filtered, and the filtrate is evaporated, giving ethyl 2-[3-(5-methyl-1,2,4-oxadiazol-3-yl)phenoxy]pentanoate as a yellowish oil; ESI 305. Starting materials: COc1cc2c(Oc3ccc(NC(=O)Nc4ccc(F)cc4)cc3)ccnc2cc1C#N, CS(C)=O, Cl, [Na+], [OH-]. Yields the product COc1cc2c(Oc3ccc(NC(=O)Nc4ccc(F)cc4)cc3)ccnc2cc1C(N)=O. Reaction SMILES: [C:1](#[N:2])[c:3]1[c:4]([O:31][CH3:32])[cH:5][c:6]2[c:7]([O:13][c:14]3[cH:15][cH:16][c:17]([NH:20][C:21](=[O:22])[NH:23][c:24]4[cH:25][cH:26][c:27]([F:30])[cH:28][cH:29]4)[cH:18][cH:19]3)[cH:8][cH:9][n:10][c:11]2[cH:12]1.[CH3:36][S:37]([CH3:38])=[O:39].[ClH:35].[Na+:34].[OH-:33]>>[C:1]([NH2:2])([c:3]1[c:4]([O:31][CH3:32])[cH:5][c:6]2[c:7]([O:13][c:14]3[cH:15][cH:16][c:17]([NH:20][C:21](=[O:22])[NH:23][c:24]4[cH:25][cH:26][c:27]([F:30])[cH:28][cH:29]4)[cH:18][cH:19]3)[cH:8][cH:9][n:10][c:11]2[cH:12]1)=[O:33]. Reactants: C(C)C1=NN(C2=CC=CC(=C12)NC(=O)C1=CN=C2N1C=CC=C2)CC2=NC(=CC=C2)O (N-(3-ethyl-1-((6-hydroxypyridin-2-yl)methyl)-1H-indazol-4-yl)imidazo[1,2-a]pyridine-3-carboxamide), CS(=O)(=O)OCCCNC(=O)OC(C)(C)C (3-(tert-butoxycarbonylamino)propyl methanesulfonate), C([O-])([O-])=O.[Cs+].[Cs+] (cesium carbonate). Run in C(C)(=O)OCC (ethyl acetate), CO (methanol), CN(C(C)=O)C (N,N-dimethylacetamide). Reaction conditions: temperature 82.5 celsius. The product is C(C)C1=NN(C2=CC=CC(=C12)NC(=O)C1=CN=C2N1C=CC=C2)CC2=CC=CC(=N2)OCCCNC(OC(C)(C)C)=O (tert-butyl 3-(6-((3-ethyl-4-(imidazo[1,2-a]pyridine-3-carboxamido)-1H-indazol-1-yl)methyl)pyridin-2-yloxy)propylcarbamate). The yield is 25.0%. RXN SMILES: [CH2:1]([C:3]1[C:11]2[C:6](=[CH:7][CH:8]=[CH:9][C:10]=2[NH:12][C:13]([C:15]2[N:19]3[CH:20]=[CH:21][CH:22]=[CH:23][C:18]3=[N:17][CH:16]=2)=[O:14])[N:5]([CH2:24][C:25]2[CH:30]=[CH:29][CH:28]=[C:27]([OH:31])[N:26]=2)[N:4]=1)[CH3:2].CS(O[CH2:37][CH2:38][CH2:39][NH:40][C:41]([O:43][C:44]([CH3:47])([CH3:46])[CH3:45])=[O:42])(=O)=O.C(=O)([O-])[O-].[Cs+].[Cs+]>CN(C)C(=O)C.C(OCC)(=O)C.CO>[CH2:1]([C:3]1[C:11]2[C:6](=[CH:7][CH:8]=[CH:9][C:10]=2[NH:12][C:13]([C:15]2[N:19]3[CH:20]=[CH:21][CH:22]=[CH:23][C:18]3=[N:17][CH:16]=2)=[O:14])[N:5]([CH2:24][C:25]2[N:26]=[C:27]([O:31][CH2:37][CH2:38][CH2:39][NH:40][C:41](=[O:42])[O:43][C:44]([CH3:47])([CH3:46])[CH3:45])[CH:28]=[CH:29][CH:30]=2)[N:4]=1)[CH3:2] |f:2.3.4|. Procedure: To a solution of N-(3-ethyl-1-((6-hydroxypyridin-2-yl)methyl)-1H-indazol-4-yl)imidazo[1,2-a]pyridine-3-carboxamide (50 mg, 0.121 mmol) (Prepared as in Example 17, Step A) and 3-(tert-butoxycarbonylamino)propyl methanesulfonate (107 mg, 0.422 mmol) in N,N-dimethylacetamide (2.0 mL) was added cesium carbonate (79.0 mg, 0.242 mmol). The mixture was heated at 80-85° C. for 90 minutes. The mixture was allowed to cool and diluted with ethyl acetate and methanol. The suspension was filtered and concent...